From a dataset of the Open Reaction Database (ORD), a public repository of structured organic reaction records. describe an organic reaction: reactants, conditions, products, and yield Reactants: CC(C)(C)Cc1nc2cc(Br)ccc2n1CC1CC1, C1COCCO1, O=C(C=Cc1ccccc1)C=Cc1ccccc1, O=C(C=Cc1ccccc1)C=Cc1ccccc1, O=C(C=Cc1ccccc1)C=Cc1ccccc1, [Pd], [Pd], COC(=O)CS, CC1(C)c2cccc(P(c3ccccc3)c3ccccc3)c2Oc2c(P(c3ccccc3)c3ccccc3)cccc21. Yields the product COC(=O)CSc1ccc2c(c1)nc(CC(C)(C)C)n2CC1CC1. As a reaction SMILES: [Br:1][c:2]1[cH:3][c:4]2[c:5]([n:6]([CH2:14][CH:15]3[CH2:16][CH2:17]3)[c:7]([CH2:9][C:10]([CH3:11])([CH3:12])[CH3:13])[n:8]2)[cH:18][cH:19]1.[CH2:68]1[O:69][CH2:70][CH2:71][O:72][CH2:73]1.[O:112]=[C:113]([CH:114]=[CH:115][c:116]1[cH:117][cH:118][cH:119][cH:120][cH:121]1)[CH:122]=[CH:123][c:124]1[cH:125][cH:126][cH:127][cH:128][cH:129]1.[O:76]=[C:77]([CH:78]=[CH:79][c:80]1[cH:81][cH:82][cH:83][cH:84][cH:85]1)[CH:86]=[CH:87][c:88]1[cH:89][cH:90][cH:91][cH:92][cH:93]1.[O:94]=[C:95]([CH:96]=[CH:97][c:98]1[cH:99][cH:100][cH:101][cH:102][cH:103]1)[CH:104]=[CH:105][c:106]1[cH:107][cH:108][cH:109][cH:110][cH:111]1.[Pd:74].[Pd:75].[SH:20][CH2:21][C:22](=[O:23])[O:24][CH3:25].[c:26]1([P:27]([c:28]2[cH:29][cH:30][cH:31][cH:32][cH:33]2)[c:34]2[c:35]3[c:59]([cH:60][cH:61][cH:62]2)[C:56]([CH3:57])([CH3:58])[c:38]2[c:37]([c:42]([P:43]([c:44]4[cH:45][cH:46][cH:47][cH:48][cH:49]4)[c:50]4[cH:51][cH:52][cH:53][cH:54][cH:55]4)[cH:41][cH:40][cH:39]2)[O:36]3)[cH:63][cH:64][cH:65][cH:66][cH:67]1>>[c:2]1([S:20][CH2:21][C:22](=[O:23])[O:24][CH3:25])[cH:3][c:4]2[c:5]([n:6]([CH2:14][CH:15]3[CH2:16][CH2:17]3)[c:7]([CH2:9][C:10]([CH3:11])([CH3:12])[CH3:13])[n:8]2)[cH:18][cH:19]1. Starting materials: ClC1=NC=NC2=CC3=C(C=C12)OC(CO3)COC (4-chloro-7-methoxymethyl-[1,4]dioxano[2,3-g]quinazoline), BrC=1C=C(N)C=CC1 (3-bromoaniline). Yields the product BrC=1C=C(C=CC1)NC1=NC=NC2=CC3=C(C=C12)OC(CO3)COC ((3-bromophenyl)-(7-methoxymethyl-[1,4]-dioxano[2,3-g]quinazolin-4-yl)-amine). Yield: 55.0%. Reaction SMILES: Cl[C:2]1[C:11]2[C:6](=[CH:7][C:8]3[O:15][CH2:14][CH:13]([CH2:16][O:17][CH3:18])[O:12][C:9]=3[CH:10]=2)[N:5]=[CH:4][N:3]=1.[Br:19][C:20]1[CH:21]=[C:22]([CH:24]=[CH:25][CH:26]=1)[NH2:23]>>[Br:19][C:20]1[CH:21]=[C:22]([NH:23][C:2]2[C:11]3[C:6](=[CH:7][C:8]4[O:15][CH2:14][CH:13]([CH2:16][O:17][CH3:18])[O:12][C:9]=4[CH:10]=3)[N:5]=[CH:4][N:3]=2)[CH:24]=[CH:25][CH:26]=1. Procedure details: The titled compound (25 mg, 63%, m.p. 268-274° C.) was prepared in a similar manner as in Example 8, except for employing 4-chloro-7-methoxymethyl-[1,4]dioxano[2,3-g]quinazoline (30 mg, 0.113 mmol) and 3-bromoaniline (39 mg, 0.226 mmol). Starting materials: C(C=C)(=O)OCC(CCCC)CC (2-ethylhexyl acrylate), C(C=C)(=O)OCCCC (n-butyl acrylate), C(C=C)(=O)OCCN(CC)CC (diethylaminoethyl acrylate), Cl.Cl.N(=NC(C(=N)N)(C)C)C(C(=N)N)(C)C (2,2′-azobis(2-methylpropionamidine)dihydrochloride), liquid ( A2 ), C=CC1=CC=CC=C1 (styrene), C(CCCCCCCCCCC)S (dodecanethiol). The reagents and catalysts are CCCCCCCCCCCCCC[N+](C)(C)C.[Br-] (TTAB), CCCCCCCCCCCCCC[N+](C)(C)C.[Br-] (TTAB). Solvent: O (water), O (water), O (water). Run at temperature 65 celsius, time 20 minute. The product is C=CC1=CC=CC=C1.C(C=C)(=O)OCC(CCCC)CC (Styrene 2-Ethylhexyl Acrylate). Reaction SMILES: [C:1]([O:5][CH2:6][CH:7]([CH2:12][CH3:13])[CH2:8][CH2:9][CH2:10][CH3:11])(=[O:4])[CH:2]=[CH2:3].Cl.Cl.N(C(C)(C)C(N)=N)=NC(C)(C)C(N)=N.C=CC1C=CC=CC=1.C(OCCCC)(=O)C=C.C(OCCN(CC)CC)(=O)C=C.C(S)CCCCCCCCCCC>CCCCCCCCCCCCCC[N+](C)(C)C.[Br-].O>[CH2:13]=[CH:12][C:7]1[CH:6]=[CH:11][CH:10]=[CH:9][CH:8]=1.[C:1]([O:5][CH2:6][CH:7]([CH2:12][CH3:13])[CH2:8][CH2:9][CH2:10][CH3:11])(=[O:4])[CH:2]=[CH2:3] |f:1.2.3,8.9,11.12|. Reported procedure: In a round glass flask are charged 300 parts by weight of deionized water and 1.5 parts by weight of TTAB (tetradecyltrimethylammonium bromide, product of Sigma Aldrich) and nitrogen bubbling is performed for 20 minutes. The temperature is raised to 65° C. under stirring. To the reaction mixture is added 40 parts by weight of a 2-ethylhexyl acrylate monomer, followed by stirring for further 20 minutes. After 0.5 part by weight of an initiator “V-50” (trade name of 2,2′-azobis(2-methylpropionamid... Starting materials: C1NCCC2=CC=CC=C12 (Tetrahydroisoquinoline), NN=CS(=O)(=O)O (aminoiminomethanesulfonic acid), C(C)#N (acetonitrile). Product: C=1C=CC2=C(C1)CCN(C2)C(=N)N (Debrisoquin). RXN SMILES: [CH2:1]1[C:10]2[C:5](=[CH:6][CH:7]=[CH:8][CH:9]=2)[CH2:4][CH2:3][NH:2]1.N[N:12]=[CH:13]S(O)(=O)=O.C(#[N:20])C>>[CH:7]1[CH:8]=[CH:9][C:10]2[CH2:1][N:2]([C:13]([NH2:12])=[NH:20])[CH2:3][CH2:4][C:5]=2[CH:6]=1. Procedure details: Tetrahydroisoquinoline (0.013 m) is treated with aminoiminomethanesulfonic acid (0.01 m) at ambient temperature. After completion of the reaction, it is diluted with acetonitrile, cooled and the solid product is collected by filtration. As a reaction SMILES: [Cl:1][C:2]1[CH:7]=[C:6]([Cl:8])[CH:5]=[CH:4][C:3]=1[CH:9]1[S:15][C:14]([CH3:17])([CH3:16])[C:13](=[O:18])[NH:12][C:11]2[N:19]([CH3:23])[N:20]=[C:21]([CH3:22])[C:10]1=2.[OH-].[Na+].[CH3:26]OS(OC)(=O)=O.[NH4+].[OH-].C(=O)(O)[O-].[Na+]>C1COCC1.O.C(OCC)(=O)C>[Cl:1][C:2]1[CH:7]=[C:6]([Cl:8])[CH:5]=[CH:4][C:3]=1[CH:9]1[S:15][C:14]([CH3:17])([CH3:16])[C:13](=[O:18])[N:12]([CH3:26])[C:11]2[N:19]([CH3:23])[N:20]=[C:21]([CH3:22])[C:10]1=2 |f:1.2,4.5,6.7,8.9|. Procedure details: To 4-(2,4-dichlorophenyl)-1,3,6,6-tetramethyl-4,8-dihydropyrazolo[3,4-e][1,4]thiazepin-7-one (0.150 g, 0.4 mmol, made in the same manner as Preparation C.2) dissolved in THF/H2O (1:1, 10 mL), was added NaOH (0.81 mL, 2 M aqueous). The reaction mixture was stirred for about 24 h at rt. Subsequently, dimethylsulfate (0.077 mL, 0.8 mmol) was added, and the reaction mixture was stirred for about 1 hr at rt. To the reaction mixture was added NH4OH (1 mL, 25% aqueous), followed by 5% aqueous sodium bi... Run in C(C)(=O)OCC (ethyl acetate), C1CCOC1.O (THF H2O). Yields the product ClC1=C(C=CC(=C1)Cl)C1C2=C(N(C(C(S1)(C)C)=O)C)N(N=C2C)C (4-(2,4-dichlorophenyl)-1,3,6,6,8-pentamethyl-4H-pyrazolo[3,4-e][1,4]thiazepin-7-one). Isolated yield 72.0%. Reactants: C([O-])(O)=O.[Na+] (sodium bicarbonate), ClC1=C(C=CC(=C1)Cl)C1C2=C(NC(C(S1)(C)C)=O)N(N=C2C)C (4-(2,4-dichlorophenyl)-1,3,6,6-tetramethyl-4,8-dihydropyrazolo[3,4-e][1,4]thiazepin-7-one), [NH4+].[OH-] (NH4OH), [OH-].[Na+] (NaOH), COS(=O)(=O)OC (dimethylsulfate). Conditions: time 24 hour. Starting materials: BrC=1C=2N(C=CC1)N=C(N2)NC2=C(C=CC=C2)OC ((8-bromo-[1,2,4]triazolo[1,5-a]pyridin-2-yl)-(2-methoxy-phenyl)-amine), CS(=O)(=O)C1=CC=C(C=C1)B(O)O ((4-methylsulfonylphenyl)boronic acid). Product: CS(=O)(=O)C1=CC=C(C=C1)C=1C=2N(C=CC1)N=C(N2)NC2=C(C=CC=C2)OC ([8-(4-Methanesulfonyl-phenyl)-[1,2,4]triazolo[1,5-a]pyridin-2-yl]-(2-methoxy-phenyl)-amine), solid. Yield: 78.0%. RXN SMILES: Br[C:2]1[C:3]2[N:4]([N:8]=[C:9]([NH:11][C:12]3[CH:17]=[CH:16][CH:15]=[CH:14][C:13]=3[O:18][CH3:19])[N:10]=2)[CH:5]=[CH:6][CH:7]=1.[CH3:20][S:21]([C:24]1[CH:29]=[CH:28][C:27](B(O)O)=[CH:26][CH:25]=1)(=[O:23])=[O:22]>>[CH3:20][S:21]([C:24]1[CH:29]=[CH:28][C:27]([C:2]2[C:3]3[N:4]([N:8]=[C:9]([NH:11][C:12]4[CH:17]=[CH:16][CH:15]=[CH:14][C:13]=4[O:18][CH3:19])[N:10]=3)[CH:5]=[CH:6][CH:7]=2)=[CH:26][CH:25]=1)(=[O:23])=[O:22]. Procedure: [8-(4-Methanesulfonyl-phenyl)-[1,2,4]triazolo[1,5-a]pyridin-2-yl]-(2-methoxy-phenyl)-amine was prepared from (8-bromo-[1,2,4]triazolo[1,5-a]pyridin-2-yl)-(2-methoxy-phenyl)-amine (100.0 mg, 0.3133 mmol) and (4-methylsulfonylphenyl)boronic acid (75.0 mg, 0.375 mmol) in a manner analogous to Step 2c and was isolated as a pale yellow solid (0.097 g, 78%). MP=211-213° C. 1H NMR (400 MHz, CDCl3, δ, ppm): 8.53-8.49 (m, 1H), 8.38 (dd, J=8.0, 1.3 Hz, 1H), 8.24 (d, J=8.4 Hz, 2H), 8.10 (d, J=8.5 Hz, 2H), ... The reactants are C1CCOC1, Cl, CC1(C)C(=O)N(CC#CC2CC2)c2cc([N+](=O)[O-])c(N)cc21, [Na+], [OH-]. The product is CC1(C)C(=O)N(CC#CC2CC2)c2cc(N)c(N)cc21. Reaction SMILES: [CH2:25]1[O:26][CH2:27][CH2:28][CH2:29]1.[ClH:30].[NH2:1][c:2]1[cH:3][c:4]2[c:8]([cH:9][c:10]1[N+:11]([O-:12])=[O:13])[N:7]([CH2:14][C:15]#[C:16][CH:17]1[CH2:18][CH2:19]1)[C:6](=[O:20])[C:5]2([CH3:21])[CH3:22].[Na+:24].[OH-:23]>>[NH2:1][c:2]1[cH:3][c:4]2[c:8]([cH:9][c:10]1[NH2:11])[N:7]([CH2:14][C:15]#[C:16][CH:17]1[CH2:18][CH2:19]1)[C:6](=[O:20])[C:5]2([CH3:21])[CH3:22]. Starting materials: O=C1CC2=C(S1)C=CC=C2 (2,3-dihydro-2-oxo-benzo[b]thiophene), [H-].[Na+] (sodium hydride), Cl (hydrochloric acid), ice water, FC1=C(C=CC=C1)NC(OC1=CC=CC=C1)=O (phenyl N-(2-fluorophenyl)-carbamate). Solvent: CN(P(N(C)C)(N(C)C)=O)C (hexamethylphosphoric acid triamide), CN(P(N(C)C)(N(C)C)=O)C (hexamethylphosphoric acid triamide). Run at time 1 hour. Yields the product FC1=C(C=CC=C1)NC(=O)C1C2=C(SC1=O)C=CC=C2 (N-(2-fluorophenyl)-2-oxo-2,3-dihydro-3-benzo[b]thiophenecarboxamide). Reaction SMILES: [O:1]=[C:2]1[S:6][C:5]2[CH:7]=[CH:8][CH:9]=[CH:10][C:4]=2[CH2:3]1.[H-].[Na+].[F:13][C:14]1[CH:19]=[CH:18][CH:17]=[CH:16][C:15]=1[NH:20][C:21](=O)[O:22]C1C=CC=CC=1.Cl>CN(C)P(=O)(N(C)C)N(C)C>[F:13][C:14]1[CH:19]=[CH:18][CH:17]=[CH:16][C:15]=1[NH:20][C:21]([CH:3]1[C:2](=[O:1])[S:6][C:5]2[CH:7]=[CH:8][CH:9]=[CH:10][C:4]1=2)=[O:22] |f:1.2|. Procedure details: A solution of 50 g of 2,3-dihydro-2-oxo-benzo[b]thiophene in 200 ml of hexamethylphosphoric acid triamide is added dropwise to a suspension of 16 g of a 50% strength sodium hydride/mineral oil dispersion in 500 ml of hexamethylphosphoric acid triamide, whilst cooling, the temperature being kept below 15°. After stirring for one hour at room temperature, 77 g of phenyl N-(2-fluorophenyl)-carbamate are added in portions, with external cooling. The reaction mixture is stirred for a further 16 hours... Starting materials: [H-].[Na+] (sodium hydride), Cl (hydrochloric acid), SC=1C=CC2=C(C=CC(O2)(C)C)C1 (6-mercapto-2,2-dimethyl-2H-1-benzopyran), FC(C(F)(F)F)(F)I (perfluoroethyl iodide). Solvent: CN(C=O)C (dimethylformamide), CN(C=O)C (dimethylformamide). Run at time 15 minute. The product is CC1(OC2=C(C=C1)C=C(C=C2)SC(C(F)(F)F)(F)F)C (2,2-Dimethyl-6-pentafluoroethylthio-2H-1-benzopyran). Isolated yield 82.0%. As a reaction SMILES: [SH:1][C:2]1[CH:3]=[CH:4][C:5]2[O:10][C:9]([CH3:12])([CH3:11])[CH:8]=[CH:7][C:6]=2[CH:13]=1.[H-].[Na+].[F:16][C:17](I)([F:22])[C:18]([F:21])([F:20])[F:19].Cl>CN(C)C=O>[CH3:12][C:9]1([CH3:11])[CH:8]=[CH:7][C:6]2[CH:13]=[C:2]([S:1][C:17]([F:22])([F:16])[C:18]([F:21])([F:20])[F:19])[CH:3]=[CH:4][C:5]=2[O:10]1 |f:1.2|. Reported procedure: A solution of 1.463 g of 6-mercapto-2,2-dimethyl-2H-1-benzopyran (prepared as described in Preparation 6) in 15 ml of dimethylformamide was added dropwise, whilst ice-cooling, to a suspension of 0.366 g of sodium hydride (as a 55% w/w dispersion in mineral oil) in 15 ml of dimethylformamide under an atmosphere of nitrogen. After the reaction mixture had been stirred for 15 minutes, 5.53 g of perfluoroethyl iodide were added to it. The reaction mixture was then stirred whilst ice-cooling for 1 ho... The reactants are ClC1=NC=C(C=C1[N+](=O)[O-])C (2-chloro-5-methyl-3-nitro-pyridine), Cl[Sn]Cl (SnCl2). Solvent: C(C)O (ethanol). Run at temperature 52.5 celsius, time 2 hour. The product is ClC1=NC=C(C=C1N)C (2-chloro-5-methyl-pyridin-3-ylamine). The yield is 96.4%. Reaction SMILES: [Cl:1][C:2]1[C:7]([N+:8]([O-])=O)=[CH:6][C:5]([CH3:11])=[CH:4][N:3]=1.Cl[Sn]Cl>C(O)C>[Cl:1][C:2]1[C:7]([NH2:8])=[CH:6][C:5]([CH3:11])=[CH:4][N:3]=1. Procedure: To a solution of 2-chloro-5-methyl-3-nitro-pyridine (20 g, 0.12 mol) in 300 mL of ethanol is added SnCl2 (132 g, 0.7 mol) slowly to keep internal temperature under 50° C. After addition completed, the reaction mixture is stirred for additional two hours at 50-55° C., then evaporated to dryness under reduced pressure. The residue is suspended in 400 mL of DCM, cooled with an ice bath, and neutralized carefully with 10N NaOH, The mixture is filtered through celite, washed the cake with DCM (100 mL...